From a dataset of the Open Reaction Database (ORD), a public repository of structured organic reaction records. describe an organic reaction: reactants, conditions, products, and yield The reactants are C1COC(C)(CCCN2C(C=3C(C2=O)=CC=CC3)=O)O1 (5-phthalimido-2-pentanone ethylene ketal), CCOCC (Ether), [OH-].[K+] (potassium hydroxide), C(C)O (ethanol), NH2 ·NH2 ·H2O. The solvent is O (water). Yields the product C1COC(C)(CCCN)O1 (5-amino-2-pentanone ethylene ketal). RXN SMILES: [CH2:1]1[O:20][C:4]([CH2:6][CH2:7][CH2:8][N:9]2C(=O)C3=CC=CC=C3C2=O)([CH3:5])[O:3][CH2:2]1.C(O)C.CCOCC.[OH-].[K+]>O>[CH2:1]1[O:20][C:4]([CH2:6][CH2:7][CH2:8][NH2:9])([CH3:5])[O:3][CH2:2]1 |f:3.4|. Reported procedure: Seventy-one grams of 5-phthalimido-2-pentanone ethylene ketal (0.26 moles) were suspended into 250 ml of 95% ethanol. Then 13.0 g of NH2 ·NH2 ·H2O (0.26 moles) was added and the reaction mixture was brought to reflux. The stirred mixture was refluxed for 2 hours. Ether (400 ml) was added to the cooled suspension, which was then treated with 40 g of potassium hydroxide in 150 ml of water. The two layers were separated and the aqueous The ether was combined and dried over sodium sulfate. The solve... Isolated yield 86.0%. Procedure details: 9.07 g (38.96 mM) of 3-tert-butylbenzenesulfonyl chloride were added to a solution of 6.60 g (22.92 mM) of 2-iodo-6-trifluoromethylpyridin-3-ylamine in 10.0 mL of pyridine. This reaction mixture was stirred at room temperature overnight. The medium was diluted with water and then extracted with ethyl acetate. The organic phase was washed with 1N hydrochloric acid solution and then dried over magnesium sulfate, filtered and then concentrated under reduced pressure. 14.40 g of the evaporation resi... Yields the product CC(C)(C)C=1C=C(C=CC1)S(=O)(=O)NC=1C(=NC(=CC1)C(F)(F)F)I (3-(1,1-dimethylethyl)-N-(2-iodo-6-trifluoromethylpyridin-3-yl)benzenesulfonamide), solid. The reactants are C(C)(C)(C)C=1C=C(C=CC1)S(=O)(=O)Cl (3-tert-butylbenzenesulfonyl chloride), IC1=NC(=CC=C1N)C(F)(F)F (2-iodo-6-trifluoromethylpyridin-3-ylamine). As a reaction SMILES: [C:1]([C:5]1[CH:6]=[C:7]([S:11](Cl)(=[O:13])=[O:12])[CH:8]=[CH:9][CH:10]=1)([CH3:4])([CH3:3])[CH3:2].[I:15][C:16]1[C:21]([NH2:22])=[CH:20][CH:19]=[C:18]([C:23]([F:26])([F:25])[F:24])[N:17]=1>N1C=CC=CC=1.O>[CH3:2][C:1]([C:5]1[CH:6]=[C:7]([S:11]([NH:22][C:21]2[C:16]([I:15])=[N:17][C:18]([C:23]([F:25])([F:24])[F:26])=[CH:19][CH:20]=2)(=[O:13])=[O:12])[CH:8]=[CH:9][CH:10]=1)([CH3:4])[CH3:3]. Run in N1=CC=CC=C1 (pyridine), O (water). Run at time 8 hour. Starting materials: CN(C=1C(=NC2=CC=C(C=C2N1)C(=O)OC)C=1OC=CC1C1=CC=CC=C1)C(C)C (methyl 3-[methyl(propan-2-yl)amino]-2-(3-phenylfuran-2-yl)quinoxaline-6-carboxylate), [OH-].[Na+] (sodium hydroxide). Solvent: CO (methanol), O (water). Run at time 8 hour. Product: CN(C=1C(=NC2=CC=C(C=C2N1)C(=O)O)C=1OC=CC1C1=CC=CC=C1)C(C)C (3-[methyl(propan-2-yl)amino]-2-(3-phenylfuran-2-yl)quinoxaline-6-carboxylic acid). Isolated yield 73.7%. Reaction SMILES: [CH3:1][N:2]([CH:28]([CH3:30])[CH3:29])[C:3]1[C:4]([C:17]2[O:18][CH:19]=[CH:20][C:21]=2[C:22]2[CH:27]=[CH:26][CH:25]=[CH:24][CH:23]=2)=[N:5][C:6]2[C:11]([N:12]=1)=[CH:10][C:9]([C:13]([O:15]C)=[O:14])=[CH:8][CH:7]=2.[OH-].[Na+]>CO.O>[CH3:1][N:2]([CH:28]([CH3:30])[CH3:29])[C:3]1[C:4]([C:17]2[O:18][CH:19]=[CH:20][C:21]=2[C:22]2[CH:27]=[CH:26][CH:25]=[CH:24][CH:23]=2)=[N:5][C:6]2[C:11]([N:12]=1)=[CH:10][C:9]([C:13]([OH:15])=[O:14])=[CH:8][CH:7]=2 |f:1.2|. Procedure: To a solution of methyl 3-[methyl(propan-2-yl)amino]-2-(3-phenylfuran-2-yl)quinoxaline-6-carboxylate (140 mg, 0.35 mmol) in methanol (35 mL) and water (2.0 mL) was added sodium hydroxide (55 mg, 1.38 mmol) with stirring overnight at room temperature. The reaction mixture was concentrated under vacuum, dissolved in water (30 mL) and adjusted to pH 4 with HCl (3N). The solids were collected by filtration to afford 3-[methyl(propan-2-yl)amino]-2-(3-phenylfuran-2-yl)quinoxaline-6-carboxylic acid as ... Starting materials: OC1=CC2=C(CCN(CC2)C(=O)OCC)C=C1 (ethyl 7-hydroxy-1,2,4,5-tetrahydro-3H-3-benzazepine-3-carboxylate), [Br-].[Br-].[Br-].C[N+](C1=CC=CC=C1)(C)C.C[N+](C1=CC=CC=C1)(C)C.C[N+](C1=CC=CC=C1)(C)C (N,N,N-trimethylanilinium tribromide). Solvent: ClCCl (dichloromethane), CO (methanol). Reaction conditions: time 1 hour. The product is BrC1=CC2=C(CCN(CC2)C(=O)OCC)C=C1O (ethyl 7-bromo-8-hydroxy-1,2,4,5-tetrahydro-3H-3-benzazepine-3-carboxylate). The yield is 171.0%. RXN SMILES: [OH:1][C:2]1[CH:17]=[CH:16][C:5]2[CH2:6][CH2:7][N:8]([C:11]([O:13][CH2:14][CH3:15])=[O:12])[CH2:9][CH2:10][C:4]=2[CH:3]=1.[Br-:18].[Br-].[Br-].C[N+](C)(C)C1C=CC=CC=1.C[N+](C)(C)C1C=CC=CC=1.C[N+](C)(C)C1C=CC=CC=1>ClCCl.CO>[Br:18][C:17]1[C:2]([OH:1])=[CH:3][C:4]2[CH2:10][CH2:9][N:8]([C:11]([O:13][CH2:14][CH3:15])=[O:12])[CH2:7][CH2:6][C:5]=2[CH:16]=1 |f:1.2.3.4.5.6|. Procedure: Under an argon atmosphere, to a mixed solution of 5.0 g of ethyl 7-hydroxy-1,2,4,5-tetrahydro-3H-3-benzazepine-3-carboxylate in 100 ml of dichloromethane and 20 ml of methanol was added portionwise 8.05 g of N,N,N-trimethylanilinium tribromide under ice-cooling, followed by stirring at the same temperature for 1 hour. The reaction mixture was concentrated under reduced pressure, the residue was extracted by the addition of ethyl acetate and water, and the organic layer was washed with 1 M aqueou... Starting materials: COC(CCCCCCCCN1C(N(C(=C1)C1=CC=CC=C1)C1=CC=C(C=C1)Cl)=O)=O (9-[3-(4-chlorophenyl)-2-oxo-4-phenyl-4-imidazolin-1-yl] pelargonic acid methyl ester), [OH-].[Na+] (NaOH). The solvent is CO (methanol). Yields the product ClC1=CC=C(C=C1)N1C(N(C=C1C1=CC=CC=C1)CCCCCCCCC(=O)O)=O (9-[3-(4-Chlorophenyl)-2-oxo-4-phenyl-4-imidazolin-1-yl] pelargonic acid). As a reaction SMILES: C[O:2][C:3](=[O:31])[CH2:4][CH2:5][CH2:6][CH2:7][CH2:8][CH2:9][CH2:10][CH2:11][N:12]1[CH:16]=[C:15]([C:17]2[CH:22]=[CH:21][CH:20]=[CH:19][CH:18]=2)[N:14]([C:23]2[CH:28]=[CH:27][C:26]([Cl:29])=[CH:25][CH:24]=2)[C:13]1=[O:30].[OH-].[Na+]>CO>[Cl:29][C:26]1[CH:27]=[CH:28][C:23]([N:14]2[C:15]([C:17]3[CH:22]=[CH:21][CH:20]=[CH:19][CH:18]=3)=[CH:16][N:12]([CH2:11][CH2:10][CH2:9][CH2:8][CH2:7][CH2:6][CH2:5][CH2:4][C:3]([OH:31])=[O:2])[C:13]2=[O:30])=[CH:24][CH:25]=1 |f:1.2|. Procedure: The product is produced as described in example 18 from 4.4 g of 9-[3-(4-chlorophenyl)-2-oxo-4-phenyl-4-imidazolin-1-yl] pelargonic acid methyl ester and 0.4 g of NaOH in 20 cc. of methanol. Further purification by chromatography on silicic acid gel using chloroform as eluant. Starting materials: CC=1N=C(N(C1)C1=C(N=CS1)NC(C)=O)CCC (N-(5-(4-methyl-2-propyl-1H-imidazol-1-yl)thiazol-4-yl)acetamide), O=P12OP3(=O)OP(=O)(O1)OP(=O)(O2)O3 (phosphorus pentoxide), O=P(Cl)(Cl)Cl (POCl3). Conditions: temperature 110 celsius. Yields the product CC1=NC=2N=CSC2N2C(=NC(=C12)C)CCC (5,6-Dimethyl-8-propyl-1-thia-3,4,7,8a-tetraaza-as-indacene). The yield is 66.7%. As a reaction SMILES: [CH3:1][C:2]1[N:3]=[C:4]([CH2:16][CH2:17][CH3:18])[N:5]([C:7]2[S:11][CH:10]=[N:9][C:8]=2[NH:12][C:13](=O)[CH3:14])[CH:6]=1.O=P12OP3(OP(OP(O3)(O1)=O)(=O)O2)=O.O=P(Cl)(Cl)Cl>>[CH3:14][C:13]1[C:6]2[N:5]([C:4]([CH2:16][CH2:17][CH3:18])=[N:3][C:2]=2[CH3:1])[C:7]2[S:11][CH:10]=[N:9][C:8]=2[N:12]=1. Reported procedure: N-(5-(4-methyl-2-propyl-1H-imidazol-1-yl)thiazol-4-yl)acetamide from example 2.5 (8 mg, 0.030 mmol) and phosphorus pentoxide (21.48 mg, 0.15 mmol) were added sequentially quickly to POCl3 (5 mL). The mixture was heated to 110° C. for 4 h, POCl3 was evaporated and the residue was quenched with ice-water. The mixture was neutralized with saturated Na2CO3 solution and extracted with EA (3×20 mL). The combined organic layer was washed with brine and concentrated to give brown liquid. It was purified... Reactants: C(C1=CC=CC=C1)OC1=C(C=C(C(=C1)OCC1=CC=CC=C1)C(=C)C)C(=O)N1CC2=CC=C(C=C2C1)N1CCN(CC1)C ((2,4-bis-benzyloxy-5-isopropenyl-phenyl)-[5-(4-methyl-piperazin-1-yl)-1,3-dihydro-isoindol-2-yl]-methanone). Reagents/catalysts: [Pd] (Pd/C). Run in CO (methanol). Run at time 18 hour. The product is OC1=C(C=C(C(=C1)O)C(C)C)C(=O)N1CC2=CC=C(C=C2C1)N1CCN(CC1)C ((2,4-dihydroxy-5-isopropyl-phenyl)-[5-(4-methyl-piperazin-1-yl)-1,3-di-hydro-isoindol-2-yl]-methanone), acetate salt. RXN SMILES: C([O:8][C:9]1[CH:14]=[C:13]([O:15]CC2C=CC=CC=2)[C:12]([C:23]([CH3:25])=[CH2:24])=[CH:11][C:10]=1[C:26]([N:28]1[CH2:36][C:35]2[C:30](=[CH:31][CH:32]=[C:33]([N:37]3[CH2:42][CH2:41][N:40]([CH3:43])[CH2:39][CH2:38]3)[CH:34]=2)[CH2:29]1)=[O:27])C1C=CC=CC=1>CO.[Pd]>[OH:8][C:9]1[CH:14]=[C:13]([OH:15])[C:12]([CH:23]([CH3:24])[CH3:25])=[CH:11][C:10]=1[C:26]([N:28]1[CH2:36][C:35]2[C:30](=[CH:31][CH:32]=[C:33]([N:37]3[CH2:38][CH2:39][N:40]([CH3:43])[CH2:41][CH2:42]3)[CH:34]=2)[CH2:29]1)=[O:27]. Reported procedure: A mixture of (2,4-bis-benzyloxy-5-isopropenyl-phenyl)-[5-(4-methyl-piperazin-1-yl)-1,3-dihydro-isoindol-2-yl]-methanone (8.61 g, 15.0 mmol) and 10% Pd/C (1.0 g) in methanol (200 mL) was stirred vigorously under a hydrogen atmosphere (˜1 atm) for 18 h at ambient temperature. The mixture was filtered through a plug of Celite and reduced in vacuo to give a purple oil. This residue was purified by column chromatography using an eluant of DMAW120 to give the title compound as its acetate salt. This s... Starting materials: O=C(Cl)CF, Cc1cc(F)ccc1NC(=O)c1cc([N+](=O)[O-])ccc1N, c1ccncc1. Yields the product Cc1cc(F)ccc1NC(=O)c1cc([N+](=O)[O-])ccc1NC(=O)CF. Reaction SMILES: [F:22][CH2:23][C:24](=[O:25])[Cl:26].[NH2:1][c:2]1[c:3]([C:4](=[O:5])[NH:6][c:7]2[c:8]([CH3:14])[cH:9][c:10]([F:13])[cH:11][cH:12]2)[cH:15][c:16]([N+:19](=[O:20])[O-:21])[cH:17][cH:18]1.[cH:27]1[cH:28][cH:29][n:30][cH:31][cH:32]1>>[NH:1]([c:2]1[c:3]([C:4](=[O:5])[NH:6][c:7]2[c:8]([CH3:14])[cH:9][c:10]([F:13])[cH:11][cH:12]2)[cH:15][c:16]([N+:19](=[O:20])[O-:21])[cH:17][cH:18]1)[C:24]([CH2:23][F:22])=[O:25]. The reactants are COc1ccc(CN(Cc2ccc(OC)cc2)c2ncc(-c3nc(N4CCOCC4)nc4c3CCN4)cn2)cc1, Nc1c(F)cc(N2CCOCC2)cc1F, COc1ccc(CN(Cc2ccc(OC)cc2)c2ncc(-c3nc(N4CCOCC4)nc4c3CCN4C(=O)Nc3c(F)cc(N4CCOCC4)cc3F)cn2)cc1. Yields the product Nc1ncc(-c2nc(N3CCOCC3)nc3c2CCN3C(=O)Nc2c(F)cc(N3CCOCC3)cc2F)cn1. Reaction SMILES: [CH3:1][O:2][c:3]1[cH:4][cH:5][c:6]([CH2:7][N:8]([CH2:9][c:10]2[cH:11][cH:12][c:13]([O:14][CH3:15])[cH:16][cH:17]2)[c:18]2[n:19][cH:20][c:21](-[c:22]3[c:23]4[c:27]([n:28][c:29]([N:30]5[CH2:31][CH2:32][O:33][CH2:34][CH2:35]5)[n:36]3)[NH:26][CH2:25][CH2:24]4)[cH:37][n:38]2)[cH:39][cH:40]1.[F:41][c:42]1[cH:43][c:44]([N:45]2[CH2:46][CH2:47][O:48][CH2:49][CH2:50]2)[cH:51][c:52]([F:53])[c:54]1[NH2:55].[F:56][c:57]1[c:58]([NH:70][C:71](=[O:72])[N:73]2[CH2:74][CH2:75][c:76]3[c:77]2[n:78][c:79]([N:107]2[CH2:108][CH2:109][O:110][CH2:111][CH2:112]2)[n:80][c:81]3-[c:82]2[cH:83][n:84][c:85]([N:88]([CH2:89][c:90]3[cH:91][cH:92][c:93]([O:94][CH3:95])[cH:96][cH:97]3)[CH2:98][c:99]3[cH:100][cH:101][c:102]([O:103][CH3:104])[cH:105][cH:106]3)[n:86][cH:87]2)[c:59]([F:69])[cH:60][c:61]([N:63]2[CH2:64][CH2:65][O:66][CH2:67][CH2:68]2)[cH:62]1>>[F:56][c:57]1[c:58]([NH:70][C:71](=[O:72])[N:73]2[CH2:74][CH2:75][c:76]3[c:77]2[n:78][c:79]([N:107]2[CH2:108][CH2:109][O:110][CH2:111][CH2:112]2)[n:80][c:81]3-[c:82]2[cH:83][n:84][c:85]([NH2:88])[n:86][cH:87]2)[c:59]([F:69])[cH:60][c:61]([N:63]2[CH2:64][CH2:65][O:66][CH2:67][CH2:68]2)[cH:62]1.